Dataset: the Open Reaction Database (ORD), a public repository of structured organic reaction records. Task: describe an organic reaction: reactants, conditions, products, and yield The reactants are C1(CCCCCC1)CNC(=O)NCC1CCCCCC1 (1,3-bis(cycloheptylmethyl)urea), NC1=CC(N(C(N1CC1CCCC1)=O)CC1CCCC1)=O (6-amino-1,3-bis(cyclopentylmethyl)uracil). Yields the product NC1=CC(N(C(N1CC1CCCCCC1)=O)CC1CCCCCC1)=O (6-Amino-1,3-bis(cycloheptylmethyl)uracil). Reaction SMILES: [CH:1]1([CH2:8][NH:9][C:10]([NH:12][CH2:13][CH:14]2[CH2:20][CH2:19][CH2:18][CH2:17][CH2:16][CH2:15]2)=[O:11])[CH2:7][CH2:6][CH2:5][CH2:4][CH2:3][CH2:2]1.[NH2:21][C:22]1N(CC2CCCC2)C(=O)N(CC2CCCC2)[C:24](=[O:41])[CH:23]=1>>[NH2:21][C:22]1[N:9]([CH2:8][CH:1]2[CH2:2][CH2:3][CH2:4][CH2:5][CH2:6][CH2:7]2)[C:10](=[O:11])[N:12]([CH2:13][CH:14]2[CH2:20][CH2:19][CH2:18][CH2:17][CH2:16][CH2:15]2)[C:24](=[O:41])[CH:23]=1. Procedure details: In the manner of step (b) of Example 1, 1,3-bis(cycloheptylmethyl)urea (from step (a), 3.99 g, 14.23 mmol) was converted to 6-amino-1,3-bis(cyclopentylmethyl)uracil (3.22 g, 65%), m.p. 194°-197° C.; 1H-NMR (DMSO-d6) consistent with structure. Reactants: OC=1C=C2C(C=C(OC2=CC1)C1=CC=CC=C1)=O (6-hydroxyflavone), BrCCCCCCCCl (1-bromo-7-chloroheptane), OC1CCNCC1 (4-hydroxypiperidine). Yields the product OC1CCN(CC1)CCCCCCCOC=1C=CC2=C(C(C=C(O2)C2=CC=CC=C2)=O)C1 (6-[7-(4-Hydroxypiperidinyl)heptoxy]-2-phenyl-4H-1-benzopyran-4-one). RXN SMILES: [OH:1][C:2]1[CH:3]=[C:4]2[C:9](=[CH:10][CH:11]=1)[O:8][C:7]([C:12]1[CH:17]=[CH:16][CH:15]=[CH:14][CH:13]=1)=[CH:6][C:5]2=[O:18].Br[CH2:20][CH2:21][CH2:22][CH2:23][CH2:24][CH2:25][CH2:26]Cl.[OH:28][CH:29]1[CH2:34][CH2:33][NH:32][CH2:31][CH2:30]1>>[OH:28][CH:29]1[CH2:34][CH2:33][N:32]([CH2:20][CH2:21][CH2:22][CH2:23][CH2:24][CH2:25][CH2:26][O:1][C:2]2[CH:11]=[CH:10][C:9]3[O:8][C:7]([C:12]4[CH:17]=[CH:16][CH:15]=[CH:14][CH:13]=4)=[CH:6][C:5](=[O:18])[C:4]=3[CH:3]=2)[CH2:31][CH2:30]1. Reported procedure: The compound was prepared by a method similar to Example 2 from 6-hydroxyflavone, 1-bromo-7-chloroheptane and 4-hydroxypiperidine: mp 135°-136° C. The reactants are C(=O)(O)C12CCC(CC1)(CC2)NCC(=O)N2[C@@H](C[C@@H](C2)F)C#N ((2S,4S)-1-[[N-(4-carboxybicyclo[2.2.2]oct-1-yl)amino]acetyl]-4-fluoropyrrolidine-2-carbonitrile), NC=1SC=C(N1)C(C(=O)OCC)=NOC (ethyl 2-amino-α-methoxyiminothiazole-4-acetate). The product is C(C)OC(=O)C(=NOC)C=1N=C(SC1)NC(=O)C12CCC(CC1)(CC2)NCC(=O)N2[C@@H](C[C@@H](C2)F)C#N ((2S,4S)-1-[[N-[4-[N-[(1-ethoxycarbonyl-1-methoxyiminomethyl)thiazol-2-yl]amino]carbonylbicyclo[2.2.2]oct-1-yl]amino]acetyl]-4-fluoropyrrolidine-2-carbonitrile). Isolated yield 52.5%. As a reaction SMILES: [C:1]([C:4]12[CH2:11][CH2:10][C:7]([NH:12][CH2:13][C:14]([N:16]3[CH2:20][C@@H:19]([F:21])[CH2:18][C@H:17]3[C:22]#[N:23])=[O:15])([CH2:8][CH2:9]1)[CH2:6][CH2:5]2)(O)=[O:2].[NH2:24][C:25]1[S:26][CH:27]=[C:28]([C:30](=[N:36][O:37][CH3:38])[C:31]([O:33][CH2:34][CH3:35])=[O:32])[N:29]=1>>[CH2:34]([O:33][C:31]([C:30]([C:28]1[N:29]=[C:25]([NH:24][C:1]([C:4]23[CH2:5][CH2:6][C:7]([NH:12][CH2:13][C:14]([N:16]4[CH2:20][C@@H:19]([F:21])[CH2:18][C@H:17]4[C:22]#[N:23])=[O:15])([CH2:8][CH2:9]2)[CH2:10][CH2:11]3)=[O:2])[S:26][CH:27]=1)=[N:36][O:37][CH3:38])=[O:32])[CH3:35]. Procedure details: In a similar manner to Example 87, (2S,4S)-1-[[N-(4-carboxybicyclo[2.2.2]oct-1-yl)amino]acetyl]-4-fluoropyrrolidine-2-carbonitrile (50.0 mg) and ethyl 2-amino-α-methoxyiminothiazole-4-acetate (78.0 mg) were used to obtain (2S,4S)-1-[[N-[4-[N-[(1-ethoxycarbonyl-1-methoxyiminomethyl)thiazol-2-yl]amino]carbonylbicyclo[2.2.2]oct-1-yl]amino]acetyl]-4-fluoropyrrolidine-2-carbonitrile (43.4 mg). Starting materials: C(C)(C)(C)OC(N[C@@H](CN1C(N(C=C(C1=O)N1C(CNCC1)=O)CC1=C(C=CC=C1F)F)=O)C1=CC=CC=C1)=O ({(R)-2-[3-(2,6-difluoro-benzyl)-2,6-dioxo-5-(2-oxo-piperazin-1-yl)-3,6-dihydro-2H-pyrimidin-1-yl]-1-phenyl-ethyl}-carbamic acid tert-butyl ester), C([O-])([O-])=O.[K+].[K+] (potassium carbonate), C(C1=CC=CC=C1)Br (benzyl bromide). The solvent is CN(C)C=O (DMF), ClCCl (dichloromethane). Conditions: time 1 hour. Yields the product C(C)(C)(C)OC(N[C@@H](CN1C(N(C=C(C1=O)N1C(CN(CC1)CC1=CC=CC=C1)=O)CC1=C(C=CC=C1F)F)=O)C1=CC=CC=C1)=O ({(R)-2-[5-(4-benzyl-2-oxo-piperazin-1-yl)-3-(2,6-difluoro-benzyl)-2,6-dioxo-3,6-dihydro-2H-pyrimidin-1-yl]-1-phenyl-ethyl}-carbamic acid tert-butyl ester). The yield is 94.6%. RXN SMILES: [C:1]([O:5][C:6](=[O:40])[NH:7][C@H:8]([C:34]1[CH:39]=[CH:38][CH:37]=[CH:36][CH:35]=1)[CH2:9][N:10]1[C:15](=[O:16])[C:14]([N:17]2[CH2:22][CH2:21][NH:20][CH2:19][C:18]2=[O:23])=[CH:13][N:12]([CH2:24][C:25]2[C:30]([F:31])=[CH:29][CH:28]=[CH:27][C:26]=2[F:32])[C:11]1=[O:33])([CH3:4])([CH3:3])[CH3:2].C(=O)([O-])[O-].[K+].[K+].[CH2:47](Br)[C:48]1[CH:53]=[CH:52][CH:51]=[CH:50][CH:49]=1>CN(C=O)C.ClCCl>[C:1]([O:5][C:6](=[O:40])[NH:7][C@H:8]([C:34]1[CH:35]=[CH:36][CH:37]=[CH:38][CH:39]=1)[CH2:9][N:10]1[C:15](=[O:16])[C:14]([N:17]2[CH2:22][CH2:21][N:20]([CH2:47][C:48]3[CH:53]=[CH:52][CH:51]=[CH:50][CH:49]=3)[CH2:19][C:18]2=[O:23])=[CH:13][N:12]([CH2:24][C:25]2[C:26]([F:32])=[CH:27][CH:28]=[CH:29][C:30]=2[F:31])[C:11]1=[O:33])([CH3:4])([CH3:2])[CH3:3] |f:1.2.3|. Procedure details: To a solution of {(R)-2-[3-(2,6-difluoro-benzyl)-2,6-dioxo-5-(2-oxo-piperazin-1-yl)-3,6-dihydro-2H-pyrimidin-1-yl]-1-phenyl-ethyl}-carbamic acid tert-butyl ester (7) (20 mg, 0.036 mmol) in DMF (1 mL) were added potassium carbonate (12 mg, 0.09 mmol) and benzyl bromide (7 mg, 0.040 mmol) in that order, followed by stirring at room temperature for 1 hr. The solution was diluted with dichloromethane and washed with distilled water. The organic layer thus formed was separated and concentrated, and t... Starting materials: ClC1=C(C=CC(=C1)OCCN(CC)CC)C(CCC)=O (1-[2-Chloro-4-(2-diethylaminoethoxy)phenyl]-1-butanone), Cl.C(C)N(CCCCl)CC (3-diethylaminopropyl chloride hydrochloride). The product is ClC1=C(C=CC(=C1)OCCCN(CC)CC)C(CCC)=O (1-[2-Chloro-4-(3-diethylaminopropoxy)phenyl]-1-butanone). As a reaction SMILES: [Cl:1][C:2]1[CH:7]=[C:6]([O:8][CH2:9][CH2:10]N(CC)CC)[CH:5]=[CH:4][C:3]=1[C:16](=[O:20])[CH2:17][CH2:18][CH3:19].Cl.[CH2:22]([N:24]([CH2:29]C)[CH2:25][CH2:26]CCl)[CH3:23]>>[Cl:1][C:2]1[CH:7]=[C:6]([O:8][CH2:9][CH2:10][CH2:29][N:24]([CH2:25][CH3:26])[CH2:22][CH3:23])[CH:5]=[CH:4][C:3]=1[C:16](=[O:20])[CH2:17][CH2:18][CH3:19] |f:1.2|. Procedure details: This compound is prepared by essentially the same procedure as described in Example 1 Step A except that the 2-diethylaminoethyl chloride hydrochloride of Example 1 Step A is replaced by an equimolecular quantity of 3-diethylaminopropyl chloride hydrochloride. The product is obtained as a colorless oil upon distillation in vacuo (0.2 mm.). Starting materials: C(#N)[BH3-].[Na+] (sodium cyanoborohydride), C(C)(=O)O (acetic acid), C(C)(=O)[O-].[Na+] (sodium acetate), ClC=1C(=C(C=CC1)NC1=NC=NC2=CC(=C(C=C12)CN[C@@H]1C(NCCC1)=O)OC)F ((3S)-3-[({4-[(3-Chloro-2-fluorophenyl)amino]-7-methoxyquinazolin-6-yl}methyl)amino]piperidin-2-one). The solvent is C=O (formaldehyde). Reaction conditions: temperature -10 celsius, time 15 minute. The product is ClC=1C(=C(C=CC1)NC1=NC=NC2=CC(=C(C=C12)CN([C@@H]1C(NCCC1)=O)C)OC)F ((3S)-3-[({4-[(3-chloro-2-fluorophenyl)amino]-7-methoxyquinazolin-6-yl}methyl)(methyl)amino]piperidin-2-one). The yield is 67.6%. RXN SMILES: [Cl:1][C:2]1[C:3]([F:30])=[C:4]([NH:8][C:9]2[C:18]3[C:13](=[CH:14][C:15]([O:28][CH3:29])=[C:16]([CH2:19][NH:20][C@H:21]4[CH2:26][CH2:25][CH2:24][NH:23][C:22]4=[O:27])[CH:17]=3)[N:12]=[CH:11][N:10]=2)[CH:5]=[CH:6][CH:7]=1.[C:31](O)(=O)C.C([O-])(=O)C.[Na+].C([BH3-])#N.[Na+]>C=O>[Cl:1][C:2]1[C:3]([F:30])=[C:4]([NH:8][C:9]2[C:18]3[C:13](=[CH:14][C:15]([O:28][CH3:29])=[C:16]([CH2:19][N:20]([CH3:31])[C@H:21]4[CH2:26][CH2:25][CH2:24][NH:23][C:22]4=[O:27])[CH:17]=3)[N:12]=[CH:11][N:10]=2)[CH:5]=[CH:6][CH:7]=1 |f:2.3,4.5|. Procedure: (3S)-3-[({4-[(3-Chloro-2-fluorophenyl)amino]-7-methoxyquinazolin-6-yl}methyl)amino]piperidin-2-one (165 mg, 0.38 mmol, Example 85) was dissolved in 37% aqueous formaldehyde (2 ml) and acetic acid (0.22 ml, 3.84 mmol) and sodium acetate (315 mg, 3.84 mmol) added. The mixture was cooled to −10° C. and sodium cyanoborohydride (24 mg, 0.38 mmol) added. The mixture was stirred for 15 minutes and then purified by reverse phase HPLC to give the title product (114 mg, 67%) as a white solid; 1H NMR Spect...